This data is from the Open Reaction Database (ORD), a public repository of structured organic reaction records. The task is: describe an organic reaction: reactants, conditions, products, and yield Reactants: BrC1CCC1 (Bromocyclobutane), COC=1C=C(C=CC1OC)C1=CC2=C(C(=N1)O[C@H](C)[C@@H]1CC(NC1)=O)NC=N2 ((R)-4-((R)-1-(6-(3,4-dimethoxyphenyl)-3H-imidazo[4,5-c]pyridin-4-yloxy)ethyl)pyrrolidin-2-one), C([O-])([O-])=O.[Cs+].[Cs+] (cesium carbonate). The solvent is CN(C)C=O (DMF), C(C)(=O)OCC (ethyl acetate). Conditions: temperature 80 celsius. Product: C1(CCC1)N1C=NC2=C1C(=NC(=C2)C2=CC(=C(C=C2)OC)OC)O[C@H](C)[C@@H]2CC(NC2)=O ((R)-4-((R)-1-(3-cyclobutyl-6-(3,4-dimethoxyphenyl)-3H-imidazo[4,5-c]pyridin-4-yloxy)ethyl)pyrrolidin-2-one). As a reaction SMILES: Br[CH:2]1[CH2:5][CH2:4][CH2:3]1.[CH3:6][O:7][C:8]1[CH:9]=[C:10]([C:16]2[N:21]=[C:20]([O:22][C@@H:23]([C@H:25]3[CH2:29][NH:28][C:27](=[O:30])[CH2:26]3)[CH3:24])[C:19]3[NH:31][CH:32]=[N:33][C:18]=3[CH:17]=2)[CH:11]=[CH:12][C:13]=1[O:14][CH3:15].C(=O)([O-])[O-].[Cs+].[Cs+]>CN(C=O)C.C(OCC)(=O)C>[CH:2]1([N:31]2[C:19]3[C:20]([O:22][C@@H:23]([C@H:25]4[CH2:29][NH:28][C:27](=[O:30])[CH2:26]4)[CH3:24])=[N:21][C:16]([C:10]4[CH:11]=[CH:12][C:13]([O:14][CH3:15])=[C:8]([O:7][CH3:6])[CH:9]=4)=[CH:17][C:18]=3[N:33]=[CH:32]2)[CH2:5][CH2:4][CH2:3]1 |f:2.3.4|. Procedure: Bromocyclobutane (18 mg, 0.137 mmol) was added to a mixture of (R)-4-((R)-1-(6-(3,4-dimethoxyphenyl)-3H-imidazo[4,5-c]pyridin-4-yloxy)ethyl)pyrrolidin-2-one 3.09 (50 mg, 0.131 mmol) and cesium carbonate (127 mg, 0.392 mmol) in 5 mL of DMF at room temperature. Reaction mixture was heated at 80° C. in a microwave reactor for one hour. Reaction mixture was taken up in ethyl acetate and washed with saturated NaHCO3 (aq) and brine. The separated organic layers were dried (MgSO4), filtered, and concen... Starting materials: ClC=1OC2=C(N1)C=CC=C2 (2-chlorobenzoxazol), C(C)(C)(C)OC(=O)N1CCNCC1 (piperazine-1-carboxylic acid tert-butyl ester), C([O-])([O-])=O.[K+].[K+] (potassium carbonate). The solvent is C(C)#N (acetonitrile). The product is C(C)(C)(C)OC(=O)N1CCN(CC1)C=1OC2=C(N1)C=CC=C2 (4-Benzoxazol-2-yl-piperazine-1-carboxylic acid tert.-butyl ester). RXN SMILES: Cl[C:2]1[O:3][C:4]2[CH:10]=[CH:9][CH:8]=[CH:7][C:5]=2[N:6]=1.[C:11]([O:15][C:16]([N:18]1[CH2:23][CH2:22][NH:21][CH2:20][CH2:19]1)=[O:17])([CH3:14])([CH3:13])[CH3:12].C(=O)([O-])[O-].[K+].[K+]>C(#N)C>[C:11]([O:15][C:16]([N:18]1[CH2:23][CH2:22][N:21]([C:2]2[O:3][C:4]3[CH:10]=[CH:9][CH:8]=[CH:7][C:5]=3[N:6]=2)[CH2:20][CH2:19]1)=[O:17])([CH3:14])([CH3:12])[CH3:13] |f:2.3.4|. Procedure: A mixture of 52.5 mmol 2-chlorobenzoxazol, 53.6 mmol piperazine-1-carboxylic acid tert-butyl ester and 63 mmol of potassium carbonate in 60 ml of acetonitrile was refluxed for 16 hours. The reaction mixture was concentrated, diluted with water and extracted with ethyl acetate. The organic phase was dried and concentrated to yield the title compounds as a slightly orange solid. MS (m/e): 304.2 (M+H+) The reactants are CC(=CCCC(=O)OCC(O)CO)CCCC(CCCC(CCCC(C)C)C)C (mono-O-(5,9,13,17-tetramethyloctadec-4-enoyl)glycerol). Run in O (water). Product: CC(=CCCC(=O)OCC(O)CO)CCCC(CCCC(CCCC(C)C)C)C.O (mono-O-(5,9,13,17-tetramethyloctadec-4-enoyl)glycerol water). Reaction SMILES: [CH3:1][C:2]([CH2:14][CH2:15][CH2:16][CH:17]([CH3:29])[CH2:18][CH2:19][CH2:20][CH:21]([CH3:28])[CH2:22][CH2:23][CH2:24][CH:25]([CH3:27])[CH3:26])=[CH:3][CH2:4][CH2:5][C:6]([O:8][CH2:9][CH:10]([CH2:12][OH:13])[OH:11])=[O:7]>O>[CH3:1][C:2]([CH2:14][CH2:15][CH2:16][CH:17]([CH3:29])[CH2:18][CH2:19][CH2:20][CH:21]([CH3:28])[CH2:22][CH2:23][CH2:24][CH:25]([CH3:27])[CH3:26])=[CH:3][CH2:4][CH2:5][C:6]([O:8][CH2:9][CH:10]([CH2:12][OH:13])[OH:11])=[O:7].[OH2:7] |f:2.3|. Procedure details: Mono-O-(5,9,13,17-tetramethyloctadec-4-enoyl)glycerol synthesized in Example 3 and water were homogeneously mixed in accordance with the same procedure as in Example 13 to obtain a sample of mono-O-(5,9,13,17-tetramethyloctadec-4-enoyl)glycerol/water system. SAXS analysis of the sample of mono-O-(5,9,13,17-tetramethyloctadec-4-enoyl)glycerol/water system was performed in the same manner as in Example 13. As a result, scattering peaks were observed. The peak value ratio exhibited the following ra...